This data is from the Open Reaction Database (ORD), a public repository of structured organic reaction records. The task is: describe an organic reaction: reactants, conditions, products, and yield Reactants: [O-]O.C1(=CC=CC=C1)C(C)C (cumene hydroperoxide), ClCCCl (1,2-dichloroethane), D-(-)-diethyl tartarate, CC1=C(C=CC=C1)N1C(=NC=C1)SCCCOC=1C=C2CCC(NC2=CC1)=O (6-{3-[1-(2-methylphenyl)-2-imidazolylthio]propoxy}-3,4-dihydrocarbostyril). Yield: 3.2%. As a reaction SMILES: ClCCCl.[CH3:5][C:6]1[CH:11]=[CH:10][CH:9]=[CH:8][C:7]=1[N:12]1[CH:16]=[CH:15][N:14]=[C:13]1[S:17][CH2:18][CH2:19][CH2:20][O:21][C:22]1[CH:23]=[C:24]2[C:29](=[CH:30][CH:31]=1)[NH:28][C:27](=[O:32])[CH2:26][CH2:25]2.[O-:33]O.C1(C(C)C)C=CC=CC=1>CC(C)[O-].CC(C)[O-].CC(C)[O-].CC(C)[O-].[Ti+4].O>[CH3:5][C:6]1[CH:11]=[CH:10][CH:9]=[CH:8][C:7]=1[N:12]1[CH:16]=[CH:15][N:14]=[C:13]1[S@:17]([CH2:18][CH2:19][CH2:20][O:21][C:22]1[CH:23]=[C:24]2[C:29](=[CH:30][CH:31]=1)[NH:28][C:27](=[O:32])[CH2:26][CH2:25]2)=[O:33] |f:2.3,4.5.6.7.8|. The product is CC1=C(C=CC=C1)N1C(=NC=C1)[S@@](=O)CCCOC=1C=C2CCC(NC2=CC1)=O ((S)-(+)-6-{3-[1-(2-methylphenyl)-2-imidazolylsulfinyl]propoxy}-3,4-dihydrocarbostyril). Reaction conditions: temperature -5 celsius. Solvent: O (water). Reagents/catalysts: CC([O-])C.CC([O-])C.CC([O-])C.CC([O-])C.[Ti+4] (titanium tetraisopropoxide). Procedure details: To 1 l of 1,2-dichloroethane were added 56.8 g of titanium tetraisopropoxide, 168 g of D-(-)-diethyl tartarate, 0.91 ml of water and 80 g of 6-{3-[1-(2-methylphenyl)-2-imidazolylthio]propoxy}-3,4-dihydrocarbostyril. The mixture was stirred and then cooled to -5° C. Thereto was added 124 g of cumene hydroperoxide slowly. After the completion of the addition, the mixture was stirred at 5° C. for 18 hours. The reaction was repeated. The reaction mixtures from the two reactions were combined and pur...